Dataset: the Open Reaction Database (ORD), a public repository of structured organic reaction records. Task: describe an organic reaction: reactants, conditions, products, and yield The reactants are C(C)(C)OC(C)C (diisopropyl ether), ClCC=1OC2=C(N1)C=C(C=C2)[N+](=O)[O-] (2-chloromethyl-5-nitrobenzoxazole), N1CCCC1 (pyrrolidine), C([O-])([O-])=O.[K+].[K+] (potassium carbonate). The solvent is CN(C)C=O (DMF), O (water). Run at temperature 50 celsius, time 4 hour. Yields the product [N+](=O)([O-])C=1C=CC2=C(N=C(O2)CN2CCCC2)C1 (5-nitro-2-pyrrolidin-1-ylmethylbenzoxazole). As a reaction SMILES: Cl[CH2:2][C:3]1[O:4][C:5]2[CH:11]=[CH:10][C:9]([N+:12]([O-:14])=[O:13])=[CH:8][C:6]=2[N:7]=1.[NH:15]1[CH2:19][CH2:18][CH2:17][CH2:16]1.C(=O)([O-])[O-].[K+].[K+].C(OC(C)C)(C)C>CN(C=O)C.O>[N+:12]([C:9]1[CH:10]=[CH:11][C:5]2[O:4][C:3]([CH2:2][N:15]3[CH2:19][CH2:18][CH2:17][CH2:16]3)=[N:7][C:6]=2[CH:8]=1)([O-:14])=[O:13] |f:2.3.4|. Procedure details: A reaction mixture of 3 g (14.11 mmol) of 2-chloromethyl-5-nitrobenzoxazole, 1.5 mL (17.97 mmol) of pyrrolidine, and 3.9 g (28.22 mmol) of potassium carbonate in 30 mL of DMF is stirred for 4 hours at 50° C. Then the reaction mixture is diluted with water and covered with diisopropyl ether, The precipitated yellow solid is suction filtered, washed again, and dried in the circulating air dryer at 60° C. Yield: 1.8 g (52% of theory); C12H13N3O3 (M=247.25); calc.: molecular ion peak (M+H)+: 248; fo... Reactants: BrCCCCCCCCCC(=O)OC (methyl 10-bromodecanoate), ClC1=CC=C(C=C1)S(=O)(=O)N (4-chlorobenzenesulphonamide), C([O-])([O-])=O.[K+].[K+] (potassium carbonate). Run in CN(C=O)C (dimethylformamide). The product is COC(CCCCCCCCCNS(=O)(=O)C1=CC=C(C=C1)Cl)=O (Methyl-10(4-chlorobenzenesulphonamido)decanoate). Isolated yield 39.9%. RXN SMILES: Br[CH2:2][CH2:3][CH2:4][CH2:5][CH2:6][CH2:7][CH2:8][CH2:9][CH2:10][C:11]([O:13][CH3:14])=[O:12].[Cl:15][C:16]1[CH:21]=[CH:20][C:19]([S:22]([NH2:25])(=[O:24])=[O:23])=[CH:18][CH:17]=1.C(=O)([O-])[O-].[K+].[K+]>CN(C)C=O>[CH3:14][O:13][C:11](=[O:12])[CH2:10][CH2:9][CH2:8][CH2:7][CH2:6][CH2:5][CH2:4][CH2:3][CH2:2][NH:25][S:22]([C:19]1[CH:18]=[CH:17][C:16]([Cl:15])=[CH:21][CH:20]=1)(=[O:24])=[O:23] |f:2.3.4|. Procedure details: A mixture of methyl 10-bromodecanoate (1.5 g, 0.006 mol), 4-chlorobenzenesulphonamide (3.44 g, 0.018 mol), potassium carbonate (6.2 g, 0.045 mol) and dimethylformamide (50 ml) was heated at 100°-120° C. for 3 hours. After cooling, the inorganic material was removed by filtration. The filtrate was evaporated to dryness and the residue was extracted with dichloromethane. The residual oil obtained by evaporation was chromatographed on silica gel in petroleum ether (40°-60° C.) and the solid obtaine... Reactants: C(C)(C)(C)OC(=O)NC(C(=O)OCC)C(=C)C1=CC(=CC=C1)OC1OCCCC1 (ethyl 2-(tert-butoxycarbonylamino)-3-(3'-tetrahydropyranyloxyphenyl)-3-butenoate), O.[OH-].[Li+] (lithium hydroxide monohydrate), Cl (hydrochloric acid). Run in C(OC)COC (dimethoxyethane), O (water), O (water). Reaction conditions: time 2 hour. Product: C(C)(C)(C)OC(=O)NC(C(=O)O)C(=C)C1=CC(=CC=C1)OC1OCCCC1 (racemic 2-(tert-butoxycarbonylamino)-3-(3'-tetrahydropyranyloxyphenyl)-3-butenoic acid). Isolated yield 67.1%. RXN SMILES: [C:1]([O:5][C:6]([NH:8][CH:9]([C:15]([C:17]1[CH:22]=[CH:21][CH:20]=[C:19]([O:23][CH:24]2[CH2:29][CH2:28][CH2:27][CH2:26][O:25]2)[CH:18]=1)=[CH2:16])[C:10]([O:12]CC)=[O:11])=[O:7])([CH3:4])([CH3:3])[CH3:2].O.[OH-].[Li+].Cl>C(COC)OC.O>[C:1]([O:5][C:6]([NH:8][CH:9]([C:15]([C:17]1[CH:22]=[CH:21][CH:20]=[C:19]([O:23][CH:24]2[CH2:29][CH2:28][CH2:27][CH2:26][O:25]2)[CH:18]=1)=[CH2:16])[C:10]([OH:12])=[O:11])=[O:7])([CH3:4])([CH3:2])[CH3:3] |f:1.2.3|. Procedure details: A solution of ethyl 2-(tert-butoxycarbonylamino)-3-(3'-tetrahydropyranyloxyphenyl)-3-butenoate (0.40 g) in dimethoxyethane (10 ml) and water (2 ml) is treated with solid lithium hydroxide monohydrate (0.02 g). After stirring for 2 hours at room temperature, the mixture is diluted with water and acidified with 0.1 N hydrochloric acid to ca pH 4. Extraction with ether gives essentially pure racemic 2-(tert-butoxycarbonylamino)-3-(3'-tetrahydropyranyloxyphenyl)-3-butenoic acid (0.25 g): colorless s... Starting materials: C1CCOC1, CCN(C(C)C)C(C)C, O=C(Cl)c1ccc(F)cc1, CCOC(=O)C1CCCNC1. Yields the product CCOC(=O)C1CCCN(C(=O)c2ccc(F)cc2)C1. As a reaction SMILES: [CH2:31]1[O:32][CH2:33][CH2:34][CH2:35]1.[CH:12]([N:13]([CH2:14][CH3:15])[CH:16]([CH3:17])[CH3:18])([CH3:19])[CH3:20].[F:21][c:22]1[cH:23][cH:24][c:25]([C:26](=[O:27])[Cl:28])[cH:29][cH:30]1.[NH:1]1[CH2:2][CH:3]([C:4](=[O:5])[O:6][CH2:7][CH3:8])[CH2:9][CH2:10][CH2:11]1>>[N:1]1([C:26]([c:25]2[cH:24][cH:23][c:22]([F:21])[cH:30][cH:29]2)=[O:27])[CH2:2][CH:3]([C:4](=[O:5])[O:6][CH2:7][CH3:8])[CH2:9][CH2:10][CH2:11]1. Reactants: CC(=O)c1ccc(N2CCNCC2)cc1, CCN(CC)C(=O)Cl, ClC(Cl)Cl. The product is CCN(CC)C(=O)N1CCN(c2ccc(C(C)=O)cc2)CC1. As a reaction SMILES: [C:1]([CH3:2])(=[O:3])[c:4]1[cH:5][cH:6][c:7]([N:10]2[CH2:11][CH2:12][NH:13][CH2:14][CH2:15]2)[cH:8][cH:9]1.[CH2:16]([CH3:17])[N:18]([C:19](=[O:20])[Cl:21])[CH2:22][CH3:23].[CH:24]([Cl:25])([Cl:26])[Cl:27]>>[C:1]([CH3:2])(=[O:3])[c:4]1[cH:5][cH:6][c:7]([N:10]2[CH2:11][CH2:12][N:13]([C:19]([N:18]([CH2:16][CH3:17])[CH2:22][CH3:23])=[O:20])[CH2:14][CH2:15]2)[cH:8][cH:9]1. Reactants: [BH4-], CC(=O)[O-], CO, CC(C)c1onc(-c2c(Cl)cccc2Cl)c1COc1ccc(C=O)c(Cl)c1, [Na+]. Yields the product CC(C)c1onc(-c2c(Cl)cccc2Cl)c1COc1ccc(CO)c(Cl)c1. As a reaction SMILES: [BH4-:28].[CH3:30][C:31](=[O:32])[O-:33].[CH3:34][OH:35].[Cl:1][c:2]1[c:3]([CH:4]=[O:5])[cH:6][cH:7][c:8]([O:10][CH2:11][c:12]2[c:13](-[c:20]3[c:21]([Cl:27])[cH:22][cH:23][cH:24][c:25]3[Cl:26])[n:14][o:15][c:16]2[CH:17]([CH3:18])[CH3:19])[cH:9]1.[Na+:29]>>[Cl:1][c:2]1[c:3]([CH2:4][OH:5])[cH:6][cH:7][c:8]([O:10][CH2:11][c:12]2[c:13](-[c:20]3[c:21]([Cl:27])[cH:22][cH:23][cH:24][c:25]3[Cl:26])[n:14][o:15][c:16]2[CH:17]([CH3:18])[CH3:19])[cH:9]1. Reactants: CCOP(=O)(Cc1ccc(OC)cc1[N+](=O)[O-])OCC, C1COCCOCCOCCOCCO1, C1CCOC1, [H-], [Na+], O=C1CCOCC1, O. Yields the product COc1ccc(C=C2CCOCC2)c([N+](=O)[O-])c1. Reaction SMILES: [CH2:1]([O:2][P:3](=[O:4])([O:5][CH2:6][CH3:7])[CH2:9][c:10]1[c:11]([N+:18](=[O:19])[O-:20])[cH:12][c:13]([O:16][CH3:17])[cH:14][cH:15]1)[CH3:8].[CH2:21]1[O:22][CH2:23][CH2:24][O:25][CH2:26][CH2:27][O:28][CH2:29][CH2:30][O:31][CH2:32][CH2:33][O:34][CH2:35]1.[CH2:45]1[O:46][CH2:47][CH2:48][CH2:49]1.[H-:36].[Na+:37].[O:38]1[CH2:39][CH2:40][C:41](=[O:44])[CH2:42][CH2:43]1.[OH2:50]>>[CH:9]([c:10]1[c:11]([N+:18](=[O:19])[O-:20])[cH:12][c:13]([O:16][CH3:17])[cH:14][cH:15]1)=[C:41]1[CH2:40][CH2:39][O:38][CH2:43][CH2:42]1. Reactants: FC(C=1C=C(C=C(C1)C(F)(F)F)[C@@H](C)N(C(=O)N1[C@H](C[C@]2(CC[C@@](N2)(C)CO)CC1)C1=C(C=C(C=C1)F)C)C)(F)F ((2S,5S,7R)—N-{(1R)-1-[3,5-bis(trifluoromethyl)phenyl]ethyl}-7-(4-fluoro-2-methylphenyl)-2-(hydroxymethyl)-N,2-dimethyl-1,8-diazaspiro[4.5]decane-8-carboxamide), TEA, O (Water), [Si](C)(C)(C)Cl (TMS-Cl). Yields the product FC(C=1C=C(C=C(C1)C(F)(F)F)[C@@H](C)N(C(=O)N1[C@H](C[C@]2(CC[C@](N2)(CO[Si](C)(C)C)C)CC1)C1=C(C=C(C=C1)F)C)C)(F)F ((2S,5S,7R)—N-{(1R)-1-[3,5-bis(trifluoromethyl)phenyl]ethyl}-7-(4-fluoro-2-methylphenyl)-N,2-dimethyl-2-{[(trimethylsilyl)oxy]methyl}-1,8-diazaspiro[4.5]decane-8-carboxamide). The yield is 97.8%. The solvent is ClCCl (dichloromethane). Run at temperature 0 celsius, time 5 minute. RXN SMILES: [F:1][C:2]([F:41])([F:40])[C:3]1[CH:4]=[C:5]([C@H:13]([N:15]([CH3:39])[C:16]([N:18]2[CH2:30][CH2:29][C@:21]3([NH:25][C@@:24]([CH2:27][OH:28])([CH3:26])[CH2:23][CH2:22]3)[CH2:20][C@@H:19]2[C:31]2[CH:36]=[CH:35][C:34]([F:37])=[CH:33][C:32]=2[CH3:38])=[O:17])[CH3:14])[CH:6]=[C:7]([C:9]([F:12])([F:11])[F:10])[CH:8]=1.[Si:42](Cl)([CH3:45])([CH3:44])[CH3:43].O>ClCCl>[F:41][C:2]([F:1])([F:40])[C:3]1[CH:4]=[C:5]([C@H:13]([N:15]([CH3:39])[C:16]([N:18]2[CH2:30][CH2:29][C@:21]3([NH:25][C@:24]([CH3:26])([CH2:27][O:28][Si:42]([CH3:45])([CH3:44])[CH3:43])[CH2:23][CH2:22]3)[CH2:20][C@@H:19]2[C:31]2[CH:36]=[CH:35][C:34]([F:37])=[CH:33][C:32]=2[CH3:38])=[O:17])[CH3:14])[CH:6]=[C:7]([C:9]([F:12])([F:10])[F:11])[CH:8]=1. Procedure details: To a solution of (2S,5S,7R)—N-{(1R)-1-[3,5-bis(trifluoromethyl)phenyl]ethyl}-7-(4-fluoro-2-methylphenyl)-2-(hydroxymethyl)-N,2-dimethyl-1,8-diazaspiro[4.5]decane-8-carboxamide (Example 19, 80 mg, 0.136 mmol) in dichloromethane (DCM) (2 ml), TEA (0.021 ml, 0.149 mmol) was added and the reaction mixture was stirred at 0° C. for 5 min. TMS-Cl (0.026 ml, 0.204 mmol) was added dropwise and mixture was stirred at the same temperature overnight. Water (2 ml) was added and two phases were separated. The... The reactants are [Br-], CNN(c1ccc(C#N)cc1)[P+](c1ccccc1)(c1ccccc1)c1ccccc1, [Li]CCCC, CI, [Na+], C1CCOC1, [OH-]. Product: CNNc1ccc(C#N)cc1. Reaction SMILES: [Br-:1].[C:2](#[N:3])[c:4]1[cH:5][cH:6][c:7]([N:10]([NH:11][CH3:12])[P+:13]([c:14]2[cH:15][cH:16][cH:17][cH:18][cH:19]2)([c:20]2[cH:21][cH:22][cH:23][cH:24][cH:25]2)[c:26]2[cH:27][cH:28][cH:29][cH:30][cH:31]2)[cH:8][cH:9]1.[CH2:32]([Li:33])[CH2:34][CH2:35][CH3:36].[CH3:37][I:38].[Na+:40].[O:41]1[CH2:42][CH2:43][CH2:44][CH2:45]1.[OH-:39]>>[C:2](#[N:3])[c:4]1[cH:5][cH:6][c:7]([NH:10][NH:11][CH3:12])[cH:8][cH:9]1. The reactants are [Se](=O)=O (selenium dioxide), O (water), CN(C(=O)OC(C)(C)CC)C=1SC=C(N1)CC(=O)OCC (ethyl 2-[2-(N-methyl-N-tert-pentyloxycarbonylamino)-1,3-thiazol-4-yl]acetate). Run in O1CCOCC1 (dioxane), O1CCOCC1 (dioxane). Run at temperature 110 celsius, time 4.5 hour. Yields the product CN(C(=O)OC(C)(C)CC)C=1SC=C(N1)C(C(=O)OCC)=O (ethyl 2-[2-(N-methyl-N-tert-pentyloxycarbonylamino)-1,3-thiazol-4-yl]glyoxylate). RXN SMILES: [Se](=O)=O.[OH2:4].[CH3:5][N:6]([C:15]1[S:16][CH:17]=[C:18]([CH2:20][C:21]([O:23][CH2:24][CH3:25])=[O:22])[N:19]=1)[C:7]([O:9][C:10]([CH2:13][CH3:14])([CH3:12])[CH3:11])=[O:8]>O1CCOCC1>[CH3:5][N:6]([C:15]1[S:16][CH:17]=[C:18]([C:20](=[O:4])[C:21]([O:23][CH2:24][CH3:25])=[O:22])[N:19]=1)[C:7]([O:9][C:10]([CH2:13][CH3:14])([CH3:11])[CH3:12])=[O:8]. Procedure details: A mixture of selenium dioxide (0.452 g.), dioxane (9 ml.) and water (0.36 ml.) was refluxed in bath at 110° C., and to the solution was added a solution of ethyl 2-[2-(N-methyl-N-tert-pentyloxycarbonylamino)-1,3-thiazol-4-yl]acetate (1.07 g.) and dioxane (9 ml.), and the mixture was stirred for 4.5 hours at the same temperature. After the reaction, the reaction mixture was filtered, and dioxane was distilled off from the filtrate under reduced pressure. To the residue were added water and ethyl ...